Dataset: the Open Reaction Database (ORD), a public repository of structured organic reaction records. Task: describe an organic reaction: reactants, conditions, products, and yield The reactants are C(C)(=O)OC1C(NC2=C(C(=N1)C1=CC=CC=C1)C=CC=C2)=O ((3RS)-1,3-dihydro-3-acetoxy-5-phenyl-2H-1,4-benzodiazepine-2-one), C1(C=2C(C(N1)=O)=CC=CC2)=O.[K] (potassium phthalimide), [I-].[Na+] (sodium iodide), CN(C=O)C (N,N-dimethylformamide). Solvent: O (water). Run at time 45 minute. Yields the product C1(=CC=CC=C1)C1=NC(C(NC2=C1C=CC=C2)=O)N2C(C=1C(C2=O)=CC=CC1)=O ((3RS)-1,3-dihydro-5-phenyl-3-phthalimido-2H-1,4-benzodiazepine-2-one). The yield is 54.6%. As a reaction SMILES: C(O[CH:5]1[N:11]=[C:10]([C:12]2[CH:17]=[CH:16][CH:15]=[CH:14][CH:13]=2)[C:9]2[CH:18]=[CH:19][CH:20]=[CH:21][C:8]=2[NH:7][C:6]1=[O:22])(=O)C.[C:23]1(=[O:33])[NH:27][C:26](=[O:28])[C:25]2=[CH:29][CH:30]=[CH:31][CH:32]=[C:24]12.[K].[I-].[Na+].CN(C)C=O>O>[C:12]1([C:10]2[C:9]3[CH:18]=[CH:19][CH:20]=[CH:21][C:8]=3[NH:7][C:6](=[O:22])[CH:5]([N:27]3[C:26](=[O:28])[C:25]4=[CH:29][CH:30]=[CH:31][CH:32]=[C:24]4[C:23]3=[O:33])[N:11]=2)[CH:17]=[CH:16][CH:15]=[CH:14][CH:13]=1 |f:1.2,3.4,^1:33|. Procedure: A mixture of (3RS)-1,3-dihydro-3-acetoxy-5-phenyl-2H-1,4-benzodiazepine-2-one (11.75 g), potassium phthalimide (11.1 g), sodium iodide (60 g) and N,N-dimethylformamide (80 ml) was stirred for 45 minutes at 90° to 95° C. The reaction mixture was poured into a cold water (1 l). The precipitates were collected by filtration, washed with water and recrystallized from ethanol to give (3RS)-1,3-dihydro-5-phenyl-3-phthalimido-2H-1,4-benzodiazepine-2-one (8.32 g).